This data is from the Open Reaction Database (ORD), a public repository of structured organic reaction records. The task is: describe an organic reaction: reactants, conditions, products, and yield Starting materials: [H-].[Na+] (sodium hydride), O (water), ClC1=CC=CC2=C1C(N(CC=1N2C=NC1C#C)C)=O (7-chloro-3-ethynyl-4,5-dihydro-5-methyl-6H-imidazo[1,5-a][1,4]benzodiazepin-6-one), CI (methyl iodide). The solvent is CCCCCC (n-hexane), CN(C=O)C (N,N-dimethylformamide). Reaction conditions: time 3 hour. Yields the product ClC1=CC=CC2=C1C(N(CC=1N2C=NC1C#CC)C)=O (7-chloro-4,5-dihydro-5-methyl-3-(1-propynyl)-6H-imidazo[1,5-a][1,4]benzodiazepin-6-one). Reaction SMILES: [Cl:1][C:2]1[C:7]2[C:8](=[O:19])[N:9]([CH3:18])[CH2:10][C:11]3[N:12]([CH:13]=[N:14][C:15]=3[C:16]#[CH:17])[C:6]=2[CH:5]=[CH:4][CH:3]=1.[H-].[Na+].[CH3:22]I.O>CN(C)C=O.CCCCCC>[Cl:1][C:2]1[C:7]2[C:8](=[O:19])[N:9]([CH3:18])[CH2:10][C:11]3[N:12]([CH:13]=[N:14][C:15]=3[C:16]#[C:17][CH3:22])[C:6]=2[CH:5]=[CH:4][CH:3]=1 |f:1.2|. Procedure details: 2.72 g (10 mmol) of 7-chloro-3-ethynyl-4,5-dihydro-5-methyl-6H-imidazo[1,5-a][1,4]benzodiazepin-6-one was dissolved in 20 ml of N,N-dimethylformamide. 1.31 g (30 mmol) of sodium hydride dispersion (55% in oil) was washed with n-hexane and then introduced at room temperature into the above solution. After 10 minutes 0.95 ml (15 mmol) of methyl iodide was added thereto and the mixture was stirred at room temperature for a further 3 hours. The reaction mixture was poured into 300 ml of water and ex... The reactants are C(C1=CC=CC=C1)NC1=C(C=NC=2N1N=CC2Br)C(=O)O (7-Benzylamino-3-bromopyrazolo[1,5-a]pyrimidine-6-carboxylic acid), Cl.CC=1C=C(C=CC1)C1CCNCC1 (4-(3-methylphenyl)piperidine hydrochloride). Yields the product C(C1=CC=CC=C1)NC1=C(C=NC=2N1N=CC2Br)C(=O)N2CCC(CC2)C2=CC(=CC=C2)C (7-Benzylamino-3-bromo-6-[4-(3-methylphenyl)piperidine-1-carbonyl]pyrazolo[1,5-a]pyrimidine). Isolated yield 75.2%. RXN SMILES: [CH2:1]([NH:8][C:9]1[N:14]2[N:15]=[CH:16][C:17]([Br:18])=[C:13]2[N:12]=[CH:11][C:10]=1[C:19]([OH:21])=O)[C:2]1[CH:7]=[CH:6][CH:5]=[CH:4][CH:3]=1.Cl.[CH3:23][C:24]1[CH:25]=[C:26]([CH:30]2[CH2:35][CH2:34][NH:33][CH2:32][CH2:31]2)[CH:27]=[CH:28][CH:29]=1>>[CH2:1]([NH:8][C:9]1[N:14]2[N:15]=[CH:16][C:17]([Br:18])=[C:13]2[N:12]=[CH:11][C:10]=1[C:19]([N:33]1[CH2:34][CH2:35][CH:30]([C:26]2[CH:27]=[CH:28][CH:29]=[C:24]([CH3:23])[CH:25]=2)[CH2:31][CH2:32]1)=[O:21])[C:2]1[CH:3]=[CH:4][CH:5]=[CH:6][CH:7]=1 |f:1.2|. Procedure details: In the same manner as in Example 21, step 5 and using 7-benzylamino-3-bromopyrazolo[1,5-a]pyrimidine-6-carboxylic acid (0.20 g, 0.58 mmol) obtained in Example 22, step 3 instead of 7-benzylamino-3-ethoxycarbonylpyrazolo[1,5-a]pyrimidine-6-carboxylic acid and 4-(3-methylphenyl)piperidine hydrochloride (0.15 g, 0.69 mmol), the title compound (0.22 g, 77%) was obtained. Reactants: IC1=C(C(=CC(=C1)I)I)O (2,4,6-triiodophenol), C(CC)C(C(=O)Cl)CCC (2-propylvaleroyl chloride), C([O-])(O)=O.[Na+] (sodium bicarbonate). Reagents/catalysts: CN(C1=CC=NC=C1)C (4-dimethylaminopyridine). The solvent is C(C)#N (acetonitrile). The product is CC(C)C(C(=O)OC1=C(C=C(C=C1I)I)I)CCC (2,4,6-Triiodophenyl (2-propyl)pentanoate). Isolated yield 68.0%. As a reaction SMILES: [I:1][C:2]1[CH:7]=[C:6]([I:8])[CH:5]=[C:4]([I:9])[C:3]=1[OH:10].[CH2:11]([CH:14]([CH2:18][CH2:19]C)[C:15](Cl)=[O:16])[CH2:12][CH3:13].[C:21](=O)(O)[O-].[Na+]>CN(C)C1C=CN=CC=1.C(#N)C>[CH3:21][CH:18]([CH:14]([CH2:11][CH2:12][CH3:13])[C:15]([O:10][C:3]1[C:2]([I:1])=[CH:7][C:6]([I:8])=[CH:5][C:4]=1[I:9])=[O:16])[CH3:19] |f:2.3|. Reported procedure: A mixture of 2,4,6-triiodophenol (2.0 g, 4.24 mmol), 2-propylvaleroyl chloride (2.5 ml, 12.7 mmol, 3 eq) and 4-dimethylaminopyridine (DMAP; 20 mg) in 20 ml of acetonitrile was refluxed under argon overnite. The reaction mixture was cooled and poured into excess aqueous sodium bicarbonate and then extracted with dichloromethane. The dichloromethane extract was dried over magnesium sulfate, filtered, and evaporated to give the crude product (2.42 mmol, 95%) as a pink solid. Recrystallization from ... Starting materials: [Li]CCCC, C1CCCCC1, CN(C)S(=O)(=O)n1ccc(C(F)(F)F)n1, ClC(Cl)(Cl)C(Cl)(Cl)Cl, C1CCOC1. The product is CN(C)S(=O)(=O)n1nc(C(F)(F)F)cc1Cl. RXN SMILES: [CH2:16]([Li:17])[CH2:18][CH2:19][CH3:20].[CH2:21]1[CH2:22][CH2:23][CH2:24][CH2:25][CH2:26]1.[CH3:1][N:2]([S:3](=[O:4])(=[O:5])[n:6]1[n:7][c:8]([C:11]([F:12])([F:13])[F:14])[cH:9][cH:10]1)[CH3:15].[Cl:27][C:28]([C:29]([Cl:30])([Cl:31])[Cl:32])([Cl:33])[Cl:34].[O:35]1[CH2:36][CH2:37][CH2:38][CH2:39]1>>[CH3:1][N:2]([S:3](=[O:4])(=[O:5])[n:6]1[n:7][c:8]([C:11]([F:12])([F:13])[F:14])[cH:9][c:10]1[Cl:27])[CH3:15].